describe an organic reaction: reactants, conditions, products, and yield From a dataset of the Open Reaction Database (ORD), a public repository of structured organic reaction records. Reactants: Cn1nnnc1SCCCCBr, O=CO, O, OO. Yields the product Cn1nnnc1S(=O)CCCCBr. As a reaction SMILES: [CH3:1][n:2]1[n:3][n:4][n:5][c:6]1[S:7][CH2:8][CH2:9][CH2:10][CH2:11][Br:12].[CH:15]([OH:16])=[O:17].[OH2:18].[OH:13][OH:14]>>[CH3:1][n:2]1[n:3][n:4][n:5][c:6]1[S:7]([CH2:8][CH2:9][CH2:10][CH2:11][Br:12])=[O:13]. Starting materials: CC=1C(=C(C(=O)OC)C=CC1)[N+](=O)[O-] (Methyl 3-methyl-2-nitrobenzoate). Reagents/catalysts: [Pd] (Pd/C), [Pd] (Pd/C). Solvent: C(C)#N (acetonitrile). Conditions: temperature 70 celsius, time 8.5 hour. The product is NC1=C(C(=O)OC)C=CC=C1C (methyl 2-amino-3-methylbenzoate). Yield: 96.6%. Reaction SMILES: [CH3:1][C:2]1[C:3]([N+:12]([O-])=O)=[C:4]([CH:9]=[CH:10][CH:11]=1)[C:5]([O:7][CH3:8])=[O:6]>[Pd].C(#N)C>[NH2:12][C:3]1[C:2]([CH3:1])=[CH:11][CH:10]=[CH:9][C:4]=1[C:5]([O:7][CH3:8])=[O:6]. Procedure: Methyl 3-methyl-2-nitrobenzoate (98.5 g, 505 mmol), 5% Pd/C (Degussa CE 105 XRC/W, 1.0 g), and acetonitrile (300 mL) were combined in a 600-mL pressure vessel. The mixture was heated to 70° C. and hydrogenated at 65 psi (450 kPa) for 8 h. More 5% Pd/C (1.0 g) was added and hydrogenation was continued at 100 psi (690 kPa) for 8.5 h. Then the reaction mixture was cooled, purged with nitrogen, and filtered through Celite® diatomaceous filter aid, rinsing with acetonitrile (3×25 mL). The combined fi... RXN SMILES: [CH2:20]1[CH2:21][NH:22][CH2:23]1.[CH3:24][CH2:25][OH:26].[Cl:1][c:2]1[cH:3][c:4](-[n:8]2[nH:9][cH:10][c:11](-[c:14]3[cH:15][n:16][cH:17][cH:18][cH:19]3)[c:12]2=[O:13])[n:5][cH:6][n:7]1>>[c:2]1([N:22]2[CH2:21][CH2:20][CH2:23]2)[cH:3][c:4](-[n:8]2[nH:9][cH:10][c:11](-[c:14]3[cH:15][n:16][cH:17][cH:18][cH:19]3)[c:12]2=[O:13])[n:5][cH:6][n:7]1. Yields the product O=c1c(-c2cccnc2)c[nH]n1-c1cc(N2CCC2)ncn1. Reactants: C1CNC1, CCO, O=c1c(-c2cccnc2)c[nH]n1-c1cc(Cl)ncn1. Reactants: O=C([O-])[O-], CCCCO, ClCCNCCCl, Cl, Nc1cc(F)ccc1OCC(F)(F)F, [I-], [K+], [K+], [K+]. Product: Fc1ccc(OCC(F)(F)F)c(N2CCNCC2)c1. As a reaction SMILES: [C:25](=[O:26])([O-:27])[O-:28].[CH2:31]([OH:32])[CH2:33][CH2:34][CH3:35].[Cl:16][CH2:17][CH2:18][NH:19][CH2:20][CH2:21][Cl:22].[ClH:15].[F:1][c:2]1[cH:3][cH:4][c:5]([O:9][CH2:10][C:11]([F:12])([F:13])[F:14])[c:6]([NH2:7])[cH:8]1.[I-:24].[K+:23].[K+:29].[K+:30]>>[F:1][c:2]1[cH:3][cH:4][c:5]([O:9][CH2:10][C:11]([F:12])([F:13])[F:14])[c:6]([N:7]2[CH2:17][CH2:18][NH:19][CH2:20][CH2:21]2)[cH:8]1. Starting materials: C(C#C)OC=1C=C(C=CC1)CCCNC(=O)C1CC1 (cyclopropanecarboxylic acid [3-(3-prop-2-ynyloxy-phenyl)-propyl]-amide). The solvent is C(C)N(C1=CC=CC=C1)CC (N,N-diethylaniline). Yields the product O1CC=CC2=CC=C(C=C12)CCCNC(=O)C1CC1 (Cyclopropanecarboxylic acid [3-(2H-chromen-7-yl)-propyl]-amide). The yield is 3.9%. As a reaction SMILES: [CH2:1]([O:4][C:5]1[CH:6]=[C:7]([CH2:11][CH2:12][CH2:13][NH:14][C:15]([CH:17]2[CH2:19][CH2:18]2)=[O:16])[CH:8]=[CH:9][CH:10]=1)[C:2]#[CH:3]>C(N(CC)C1C=CC=CC=1)C>[O:4]1[C:5]2[C:10](=[CH:9][CH:8]=[C:7]([CH2:11][CH2:12][CH2:13][NH:14][C:15]([CH:17]3[CH2:19][CH2:18]3)=[O:16])[CH:6]=2)[CH:3]=[CH:2][CH2:1]1. Reported procedure: A solution of cyclopropanecarboxylic acid [3-(3-prop-2-ynyloxy-phenyl)-propyl]-amide (415 mg) in N,N-diethylaniline (2 ml) was heated at 215° C. for 24 h. The cooled mixture was purified by column chromatography on silica. Elution with hexane/ethyl acetate 3:1 gave the title compound (A) as a colourless solid (16 mg)